This data is from the Open Reaction Database (ORD), a public repository of structured organic reaction records. The task is: describe an organic reaction: reactants, conditions, products, and yield The reactants are O=C([O-])[O-], CCN1c2ccc(F)c([N+](=O)[O-])c2CS1(=O)=O, CCOC(C)=O, [Na+], [Na+], O, Cl[Sn]Cl. Yields the product CCN1c2ccc(F)c(N)c2CS1(=O)=O. As a reaction SMILES: [C:22](=[O:23])([O-:24])[O-:25].[CH2:1]([CH3:2])[N:3]1[S:4](=[O:16])(=[O:17])[CH2:5][c:6]2[c:7]1[cH:8][cH:9][c:10]([F:15])[c:11]2[N+:12]([O-:13])=[O:14].[CH3:28][CH2:29][O:30][C:31](=[O:32])[CH3:33].[Na+:26].[Na+:27].[OH2:21].[Sn:18]([Cl:19])[Cl:20]>>[CH2:1]([CH3:2])[N:3]1[S:4](=[O:16])(=[O:17])[CH2:5][c:6]2[c:7]1[cH:8][cH:9][c:10]([F:15])[c:11]2[NH2:12]. Reactants: FC1=CC(=C(C(=C1)C)CC#N)C ((4-fluoro-2,6-dimethyl-phenyl)-acetonitrile), C(CN)N (ethylene diamine), [S] (sulfur). Reaction conditions: temperature 200 celsius. The product is FC1=CC(=C(CC=2NCCN2)C(=C1)C)C (2-(4-fluoro-2,6-dimethyl-benzyl)-4,5-dihydro-1H-imidazole). Reaction SMILES: [F:1][C:2]1[CH:7]=[C:6]([CH3:8])[C:5]([CH2:9][C:10]#[N:11])=[C:4]([CH3:12])[CH:3]=1.[CH2:13](N)[CH2:14][NH2:15].[S]>>[F:1][C:2]1[CH:3]=[C:4]([CH3:12])[C:5]([CH2:9][C:10]2[NH:15][CH2:14][CH2:13][N:11]=2)=[C:6]([CH3:8])[CH:7]=1 |^3:16|. Procedure: A mixture of 1.30 g (8 mmol) (4-fluoro-2,6-dimethyl-phenyl)-acetonitrile, 3.83 g (4.27 ml, 64 mmol) ethylene diamine and 0.128 g (4 mmol) sulfur in a pressurized glass tube was heated under microwave irradiation to 200° C. for 20 min. The cooled reaction mixture was poured onto water, extracted with methylene chloride, the combined extracts washed with brine, dried over Na2SO4, filtered and evaporated. Purification of the residue by flash-chromatography over silica gel with a ethyl acetate/metha...